From a dataset of the Open Reaction Database (ORD), a public repository of structured organic reaction records. describe an organic reaction: reactants, conditions, products, and yield Starting materials: ClC1=CC=C(C=C1)C1=NNC=C1C1=NC(=NC=C1)NC1=CC=C(C=C1)CN1CCN(CC1)C ({4-[3-(4-chloro-phenyl)-1H-pyrazol-4-yl]-pyrimidin-2-yl}-[4-(4-methyl-piperazin-1-ylmethyl)-phenyl]-amine), CO (methanol). Yields the product ClC1=CC=C(C=C1)C1=NN(C=C1C1=NC(=NC=C1)NC1=CC=C(C=C1)CN1CCN(CC1)C)C ({4-[3-(4-Chloro-phenyl)-1-methyl-1H-pyrazol-4yl]-pyrimidin-2-yl}-[4-(4-methyl-piperazin-1-ylmethyl)-phenyl]-amine). Reaction SMILES: [Cl:1][C:2]1[CH:7]=[CH:6][C:5]([C:8]2[C:12]([C:13]3[CH:18]=[CH:17][N:16]=[C:15]([NH:19][C:20]4[CH:25]=[CH:24][C:23]([CH2:26][N:27]5[CH2:32][CH2:31][N:30]([CH3:33])[CH2:29][CH2:28]5)=[CH:22][CH:21]=4)[N:14]=3)=[CH:11][NH:10][N:9]=2)=[CH:4][CH:3]=1.[CH3:34]O>>[Cl:1][C:2]1[CH:7]=[CH:6][C:5]([C:8]2[C:12]([C:13]3[CH:18]=[CH:17][N:16]=[C:15]([NH:19][C:20]4[CH:21]=[CH:22][C:23]([CH2:26][N:27]5[CH2:28][CH2:29][N:30]([CH3:33])[CH2:31][CH2:32]5)=[CH:24][CH:25]=4)[N:14]=3)=[CH:11][N:10]([CH3:34])[N:9]=2)=[CH:4][CH:3]=1. Reported procedure: The title compound is prepared as described in Example 55 starting from {4-[3-(4chloro-phenyl)-1H-pyrazol-4-yl]-pyrimidin-2-yl}-[4-(4-methyl-piperazin-1-yl-methyl-phenyl]-amine (Example 32) and methanol. Starting materials: C1CCOC1, CO, COC(=O)c1cc2c([nH]1)CCC2Cc1cccc(-c2ccc(C(F)(F)F)cc2)c1, [Li+], [OH-]. The product is O=C(O)c1cc2c([nH]1)CCC2Cc1cccc(-c2ccc(C(F)(F)F)cc2)c1. As a reaction SMILES: [CH2:34]1[O:35][CH2:36][CH2:37][CH2:38]1.[CH3:32][OH:33].[F:1][C:2]([c:3]1[cH:4][cH:5][c:6](-[c:9]2[cH:10][c:11]([CH2:15][CH:16]3[CH2:17][CH2:18][c:19]4[nH:20][c:21]([C:24](=[O:25])[O:26][CH3:27])[cH:22][c:23]43)[cH:12][cH:13][cH:14]2)[cH:7][cH:8]1)([F:28])[F:29].[Li+:30].[OH-:31]>>[F:1][C:2]([c:3]1[cH:4][cH:5][c:6](-[c:9]2[cH:10][c:11]([CH2:15][CH:16]3[CH2:17][CH2:18][c:19]4[nH:20][c:21]([C:24](=[O:25])[OH:26])[cH:22][c:23]43)[cH:12][cH:13][cH:14]2)[cH:7][cH:8]1)([F:28])[F:29]. Starting materials: COC(=O)C1C(CCC1)NCC1=CC(=CC=C1)C(F)(F)F (2-(3-Trifluoromethyl-benzylamino)-cyclopentanecarboxylic acid methyl ester), [O-]CC.[Na+] (sodium ethoxide), Cl.CN(CCCN=C=NCC)C (1-(3-Dimethylaminopropyl)-3-ethylcarbodiimide hydrochloride), CS(=O)(=O)NC1=CC2=C(NC(=NS2(=O)=O)CC(=O)O)C=C1 ((7-Methanesulfonylamino-1,1-dioxo-1,4-dihydro-1λ6-benzo[1,2,4]thiadiazin-3-yl)-acetic acid), CN1CCOCC1 (N-methylmorpholine), Cl (hydrochloric acid). RXN SMILES: CO[C:3]([CH:5]1[CH2:9][CH2:8][CH2:7][CH:6]1[NH:10][CH2:11][C:12]1[CH:17]=[CH:16][CH:15]=[C:14]([C:18]([F:21])([F:20])[F:19])[CH:13]=1)=[O:4].[CH3:22][S:23]([NH:26][C:27]1[CH:42]=[CH:41][C:30]2[NH:31][C:32]([CH2:37][C:38](O)=[O:39])=[N:33][S:34](=[O:36])(=[O:35])[C:29]=2[CH:28]=1)(=[O:25])=[O:24].CN1CCOCC1.Cl.CN(C)CCCN=C=NCC.[O-]CC.[Na+].Cl>CN(C)C=O.C(OCC)(=O)C.C(O)C>[OH:4][C:3]1[C@H:5]2[C@H:6]([CH2:7][CH2:8][CH2:9]2)[N:10]([CH2:11][C:12]2[CH:17]=[CH:16][CH:15]=[C:14]([C:18]([F:19])([F:20])[F:21])[CH:13]=2)[C:38](=[O:39])[C:37]=1[C:32]1[NH:31][C:30]2[CH:41]=[CH:42][C:27]([NH:26][S:23]([CH3:22])(=[O:25])=[O:24])=[CH:28][C:29]=2[S:34](=[O:36])(=[O:35])[N:33]=1 |f:3.4,5.6|. Procedure: 2-(3-Trifluoromethyl-benzylamino)-cyclopentanecarboxylic acid methyl ester (0.046 g, 0.15 mmol) was dissolved in anhydrous N,N-dimethylformamide (2 mL). (7-Methanesulfonylamino-1,1-dioxo-1,4-dihydro-1λ6-benzo[1,2,4]thiadiazin-3-yl)-acetic acid (prepared as described in Example 1j, 0.051 g, 0.15 mmol) was added followed by N-methylmorpholine (0.04 mL, 0.33 mmol). The mixture was stirred until everything dissolved, approximately 5 min. 1-(3-Dimethylaminopropyl)-3-ethylcarbodiimide hydrochloride (0... Yield: 45.3%. The solvent is CN(C=O)C (N,N-dimethylformamide), C(C)O (ethanol), C(C)(=O)OCC (ethyl acetate), C(C)O (ethanol). Run at temperature 60 celsius. The product is OC1=C(C(N([C@H]2CCC[C@@H]12)CC1=CC(=CC=C1)C(F)(F)F)=O)C1=NS(C2=C(N1)C=CC(=C2)NS(=O)(=O)C)(=O)=O ((4aR,7aS)-N-{3-[4-hydroxy-2-oxo-1-(3-trifluoromethyl-benzyl)-2,4a,5,6,7,7a-hexahydro-1H-[1]pyrindin-3-yl]-1,1-dioxo-1,4-dihydro-1λ6-benzo[1,2,4]thiadiazin-7-yl}-methanesulfonamide). Reaction SMILES: [Cl:1][CH2:2][C:3](=O)/[CH:4]=[CH:5]/[Cl:6].[CH3:8][O:9][C:10]([CH:12]=P(C1C=CC=CC=1)(C1C=CC=CC=1)C1C=CC=CC=1)=[O:11].O>C1(C)C=CC=CC=1>[CH3:8][O:9][C:10](=[O:11])[CH:12]=[C:3]([CH2:2][Cl:1])/[CH:4]=[CH:5]/[Cl:6]. Procedure details: Trans 1,4-Dichlorobut-3-en-2-one (0.56 g, 4.0 mmol) in toluene (10 ml) was stirred with methoxycarbonylmethylenetriphenyl phosphorane (1.32 g, 4.0 mmol) at 90° C. for sixteen hours. Water (50 ml) was added and the mixture extracted with ether (50 ml, 2×25 ml). The extracts were dried (Na2SO4) and evaporated to give the title compound (0.11 g, 14%), spectral details as in Example 11. The reactants are ClCC(\C=C\Cl)=O (Trans 1,4-Dichlorobut-3-en-2-one), COC(=O)C=P(C1=CC=CC=C1)(C1=CC=CC=C1)C1=CC=CC=C1 (methoxycarbonylmethylenetriphenyl phosphorane), O (Water). Isolated yield 14.1%. Run in C1(=CC=CC=C1)C (toluene). Product: COC(C=C(\C=C\Cl)CCl)=O (4-trans methyl-5-chloro-3-chloromethyl-penta-2,4-dienoate). Starting materials: COC(=O)CCC(OC)OC, Cl, Cl, Cl, NC1CCC(CCN2CCN(c3nccc4c3OCC4)CC2)CC1. Yields the product COC(CCC(=O)NC1CCC(CCN2CCN(c3nccc4c3OCC4)CC2)CC1)OC. As a reaction SMILES: [CH3:28][O:29][CH:30]([CH2:31][CH2:32][C:33](=[O:34])[O:35][CH3:36])[O:37][CH3:38].[ClH:1].[ClH:2].[ClH:3].[O:4]1[CH2:5][CH2:6][c:7]2[c:8]1[c:9]([N:13]1[CH2:14][CH2:15][N:16]([CH2:19][CH2:20][CH:21]3[CH2:22][CH2:23][CH:24]([NH2:27])[CH2:25][CH2:26]3)[CH2:17][CH2:18]1)[n:10][cH:11][cH:12]2>>[O:4]1[CH2:5][CH2:6][c:7]2[c:8]1[c:9]([N:13]1[CH2:14][CH2:15][N:16]([CH2:19][CH2:20][CH:21]3[CH2:22][CH2:23][CH:24]([NH:27][C:33]([CH2:32][CH2:31][CH:30]([O:29][CH3:28])[O:37][CH3:38])=[O:34])[CH2:25][CH2:26]3)[CH2:17][CH2:18]1)[n:10][cH:11][cH:12]2. Reactants: O1CCOCC1 (dioxane), [Na] (Sodium), C(C)O (ethanol), CSC(=C(C#N)C(C1=CC(=CC=C1)C(F)(F)F)=O)SC (3,3-bis-methylthio-2-(3-trifluoromethylbenzoyl)-acrylonitrile). Conditions: time 8 hour. Yields the product C(C)OC(=C(C#N)C(C1=CC(=CC=C1)C(F)(F)F)=O)OCC (3,3-Bis-ethoxy-2-(3-trifluoromethylbenzoyl)-acrylonitrile). Reaction SMILES: [Na].[O:2]1CCO[CH2:4][CH2:3]1.CS[C:10](SC)=[C:11]([C:14](=[O:25])[C:15]1[CH:20]=[CH:19][CH:18]=[C:17]([C:21]([F:24])([F:23])[F:22])[CH:16]=1)[C:12]#[N:13].[CH2:28]([OH:30])[CH3:29]>>[CH2:3]([O:2][C:10]([O:30][CH2:28][CH3:29])=[C:11]([C:14](=[O:25])[C:15]1[CH:20]=[CH:19][CH:18]=[C:17]([C:21]([F:24])([F:23])[F:22])[CH:16]=1)[C:12]#[N:13])[CH3:4] |^1:0|. Procedure: Sodium (0.126 g, 5.5 mmol) was dissolved in 15 mL of ethanol and 20 mL of dioxane was added followed by 1.59 g (5.0 mmol) of 3,3-bis-methylthio-2-(3-trifluoromethylbenzoyl)-acrylonitrile and the reaction mixture was refluxed for 4 hours and let stir overnight at room temperature. This compound was relatively unstable to aqueous conditions and was not isolated as such. Instead, an aliquot of the mixture was stripped and the product was identified by 300 MHz proton NMR: NMR (DMSO d6): 1.14 (6H, tJ... Reactants: C(C)(C)NC(C)C (diisopropylamine), [Li]CCCC (n-BuLi), Boc-anhydride, BrC1=CC(=CC(=C1)F)F (1-bromo-3,5-difluoro benzene), C(C)OCC (diethyl ether), O (water). The solvent is C1CCOC1 (THF), C1CCOC1 (THF). Run at temperature -78 celsius, time 15 minute. Product: BrC1=CC(=C(C(=O)OC(C)(C)C)C(=C1)F)F (tert-butyl 4-bromo-2,6-difluoro-benzoate). RXN SMILES: C(N[CH:5]([CH3:7])[CH3:6])(C)C.[Li][CH2:9]CCC.[Br:13][C:14]1[CH:19]=[C:18]([F:20])[CH:17]=[C:16]([F:21])[CH:15]=1.[CH2:22]([O:24]CC)C.[OH2:27]>C1COCC1>[Br:13][C:14]1[CH:19]=[C:18]([F:20])[C:17]([C:22]([O:24][C:5]([CH3:7])([CH3:9])[CH3:6])=[O:27])=[C:16]([F:21])[CH:15]=1. Procedure details: To a solution of diisopropylamine (17.9 mL, 0.12 mol) in anhydrous THF at −78° C. was added n-BuLi (45.5 mL, 0.11 mol, 2.5 M in hexane) dropwise, over period of 15 min and the resulting solution was stirred at −78° C. for 30 mins. To this was added 1-bromo-3,5-difluoro benzene (20.0 g, 0.10 mol) in THF (30 mL) dropwise and it was stirred for 1 h. Finally, Boc-anhydride (26.0 mL, 0.11 mol) was added to it and the reaction mixture was slowly allowed to come to room temperature over a period of 2 h...